From a dataset of the Open Reaction Database (ORD), a public repository of structured organic reaction records. describe an organic reaction: reactants, conditions, products, and yield Reactants: [H-].[Na+] (sodium hydride), C(C)OC(C(C(=O)C1=C(C=C(C(=C1)F)F)F)=CNC(C)(C)C)=O (3-(2,4,5-trifluorophenyl)-3-oxo-2-(((1,1-dimethylethyl)amino)methylene)propanoic acid ethyl ester). The solvent is O1CCOCC1 (dioxane). Reaction conditions: time 1 hour. The product is C(C)OC(=O)C1=CN(C2=CC(=C(C=C2C1=O)F)F)C(C)(C)C (6,7-DIFLUORO-1,4-DIHYDRO-1-(1,1-DIMETHYLETHYL)-4-OXO-3-QUINOLINE CARBOXYLIC ACID ETHYL ESTER). Yield: 94.6%. Reaction SMILES: [H-].[Na+].[CH2:3]([O:5][C:6](=[O:25])[C:7](=[CH:19][NH:20][C:21]([CH3:24])([CH3:23])[CH3:22])[C:8]([C:10]1[CH:15]=[C:14]([F:16])[C:13]([F:17])=[CH:12][C:11]=1F)=[O:9])[CH3:4]>O1CCOCC1>[CH2:3]([O:5][C:6]([C:7]1[C:8](=[O:9])[C:10]2[C:11](=[CH:12][C:13]([F:17])=[C:14]([F:16])[CH:15]=2)[N:20]([C:21]([CH3:24])([CH3:23])[CH3:22])[CH:19]=1)=[O:25])[CH3:4] |f:0.1|. Procedure: There was added 1.1 g (27 mmoles) of 60% sodium hydride portionwise, at a temperature between 18° C. to 22° C., to a suspension of 7.22 g (21.9 mmoles) of 3-(2,4,5-trifluorophenyl)-3-oxo-2-(((1,1-dimethylethyl)amino)methylene)propanoic acid ethyl ester in 73 mL of anhydrous dioxane. An exothermic reaction occured. After stirring at room temperature during 1 hour, the resulting mixture was evaporated to dryness, and taken up with CH2Cl2 (150 mL) and H2O (200 mL). After decantation the organic lay... Procedure: The enzyme composition was diluted 250 times in deionized water and loaded onto a 4-20% Tris-glycine SDS-PAGE gel (Nu Page, Invitrogen) and the electrophoresis was conducted as described by the manufacturer. The solvent is O (water). The reactants are C(C(=O)O)N.C(C(CO)(CO)N)O.CCCCCCCCCCCCOS(=O)(=O)[O-].[Na+] (Tris-glycine SDS). As a reaction SMILES: C(N)C(O)=O.C(O)C(N)(CO)CO.[CH3:14][CH2:15][CH2:16][CH2:17][CH2:18][CH2:19][CH2:20][CH2:21][CH2:22][CH2:23][CH2:24][CH2:25][O:26][S:27]([O-:30])(=[O:29])=[O:28].[Na+:31]>O>[CH3:14][CH2:15][CH2:16][CH2:17][CH2:18][CH2:19][CH2:20][CH2:21][CH2:22][CH2:23][CH2:24][CH2:25][O:26][S:27]([O-:30])(=[O:29])=[O:28].[Na+:31] |f:0.1.2.3,5.6|. The product is CCCCCCCCCCCCOS(=O)(=O)[O-].[Na+] (SDS).